Dataset: the Open Reaction Database (ORD), a public repository of structured organic reaction records. Task: describe an organic reaction: reactants, conditions, products, and yield Reactants: O=C([O-])O, CCO, Cc1ccc2cc([N+](=O)[O-])ccc2n1, [Na+], O, O, Cl[Sn]Cl. Product: Cc1ccc2cc(N)ccc2n1. RXN SMILES: [C:20](=[O:21])([OH:22])[O-:23].[CH3:25][CH2:26][OH:27].[CH3:6][c:7]1[n:8][c:9]2[cH:10][cH:11][c:12]([N+:17]([O-:18])=[O:19])[cH:13][c:14]2[cH:15][cH:16]1.[Na+:24].[OH2:1].[OH2:2].[Sn:3]([Cl:4])[Cl:5]>>[CH3:6][c:7]1[n:8][c:9]2[cH:10][cH:11][c:12]([NH2:17])[cH:13][c:14]2[cH:15][cH:16]1. The reactants are CCCc1c(OCc2cccn3c(=O)c(C(=O)OCC)cnc23)ccc(C(C)=O)c1O, CC(=O)O, Cl. The product is CCCc1c(OCc2cccn3c(=O)c(C(=O)O)cnc23)ccc(C(C)=O)c1O. RXN SMILES: [CH2:1]([CH3:2])[O:3][C:4](=[O:5])[c:6]1[cH:7][n:8][c:9]2[n:10]([c:11]1=[O:12])[cH:13][cH:14][cH:15][c:16]2[CH2:17][O:18][c:19]1[c:20]([CH2:29][CH2:30][CH3:31])[c:21]([OH:28])[c:22]([C:25]([CH3:26])=[O:27])[cH:23][cH:24]1.[CH3:33][C:34](=[O:35])[OH:36].[ClH:32]>>[O:3]=[C:4]([OH:5])[c:6]1[cH:7][n:8][c:9]2[n:10]([c:11]1=[O:12])[cH:13][cH:14][cH:15][c:16]2[CH2:17][O:18][c:19]1[c:20]([CH2:29][CH2:30][CH3:31])[c:21]([OH:28])[c:22]([C:25]([CH3:26])=[O:27])[cH:23][cH:24]1. The reactants are CC(C)(C)OC(=O)N1Cc2ncnc(Oc3ccc4[nH]ccc4c3)c2C1, C1CCOC1, [Cl-], [H-], O=C=Nc1cccc(C(F)(F)F)c1, [NH4+], [Na+], O. Yields the product CC(C)(C)OC(=O)N1Cc2ncnc(Oc3ccc4c(ccn4C(=O)Nc4cccc(C(F)(F)F)c4)c3)c2C1. As a reaction SMILES: [C:1]([CH3:2])([CH3:3])([CH3:4])[O:5][C:6](=[O:7])[N:8]1[CH2:9][c:10]2[n:11][cH:12][n:13][c:14]([O:17][c:18]3[cH:19][c:20]4[cH:21][cH:22][nH:23][c:24]4[cH:25][cH:26]3)[c:15]2[CH2:16]1.[CH2:44]1[O:45][CH2:46][CH2:47][CH2:48]1.[Cl-:42].[H-:28].[N:29](=[C:30]=[O:31])[c:32]1[cH:33][c:34]([C:38]([F:39])([F:40])[F:41])[cH:35][cH:36][cH:37]1.[NH4+:43].[Na+:27].[OH2:49]>>[C:1]([CH3:2])([CH3:3])([CH3:4])[O:5][C:6](=[O:7])[N:8]1[CH2:9][c:10]2[n:11][cH:12][n:13][c:14]([O:17][c:18]3[cH:19][c:20]4[cH:21][cH:22][n:23]([C:30]([NH:29][c:32]5[cH:33][c:34]([C:38]([F:39])([F:40])[F:41])[cH:35][cH:36][cH:37]5)=[O:31])[c:24]4[cH:25][cH:26]3)[c:15]2[CH2:16]1. Reactants: CC(C)(C)n1ccc2cc([N+](=O)[O-])ccc21, CO. Product: CC(C)(C)n1ccc2cc(N)ccc21. As a reaction SMILES: [C:1]([CH3:2])([CH3:3])([CH3:4])[n:5]1[cH:6][cH:7][c:8]2[cH:9][c:10]([N+:14]([O-:15])=[O:16])[cH:11][cH:12][c:13]12.[CH3:17][OH:18]>>[C:1]([CH3:2])([CH3:3])([CH3:4])[n:5]1[cH:6][cH:7][c:8]2[cH:9][c:10]([NH2:14])[cH:11][cH:12][c:13]12. The reactants are N1=CC=CC=C1 (pyridine), ClC=1C(=CC(=NC1)N)C(C1=C(C=CC(=C1)F)F)S(=O)(=O)C1=CC=C(C=C1)Cl ([5-Chloro-4-[(4-chlorophenylsulfonyl)(2,5-difluorophenyl)methyl]pyridin-2-yl]amine), CS(=O)(=O)Cl (methanesulfonyl chloride), C(C)(=O)OCC (ethyl acetate). The solvent is CCCCCC (hexane). Conditions: time 3 day. Yields the product ClC=1C(=CC(=NC1)NS(=O)(=O)C)C(C1=C(C=CC(=C1)F)F)S(=O)(=O)C1=CC=C(C=C1)Cl (N-[5-Chloro-4-[(4-chlorophenylsulfonyl)(2,5-difluorophenyl)methyl]pyridin-2-yl]methanesulfonamide). Yield: 46.2%. As a reaction SMILES: N1C=CC=CC=1.[Cl:7][C:8]1[C:9]([CH:15]([S:24]([C:27]2[CH:32]=[CH:31][C:30]([Cl:33])=[CH:29][CH:28]=2)(=[O:26])=[O:25])[C:16]2[CH:21]=[C:20]([F:22])[CH:19]=[CH:18][C:17]=2[F:23])=[CH:10][C:11]([NH2:14])=[N:12][CH:13]=1.[CH3:34][S:35](Cl)(=[O:37])=[O:36].C(OCC)(=O)C>CCCCCC>[Cl:7][C:8]1[C:9]([CH:15]([S:24]([C:27]2[CH:32]=[CH:31][C:30]([Cl:33])=[CH:29][CH:28]=2)(=[O:26])=[O:25])[C:16]2[CH:21]=[C:20]([F:22])[CH:19]=[CH:18][C:17]=2[F:23])=[CH:10][C:11]([NH:14][S:35]([CH3:34])(=[O:37])=[O:36])=[N:12][CH:13]=1. Procedure: To a pyridine (2 ml) solution of the [5-chloro-4-[(4-chlorophenylsulfonyl)(2,5-difluorophenyl)methyl]pyridin-2-yl]amine (106 mg, 0.247 mmol) obtained in Example 196 was added methanesulfonyl chloride (29 μl, 0.370 mmol) under ice cooling. The resulting mixture was stirred at room temperature for 3 days and concentrated under reduced pressure. To the residue thus obtained was added ethyl acetate. The resulting mixture was washed sequentially with a saturated aqueous solution of sodium bicarbonate... Starting materials: BrC1=CC=C(C=N1)C(CC(C(F)(F)F)(O)C1=CC(=CC(=C1)Cl)Cl)=O (1-(6-bromopyridin-3-yl)-3-(3,5-dichlorophenyl)-4,4,4-trifluoro-3-hydroxybutan-1-one), S(=O)(Cl)Cl (thionyl chloride), N1=CC=CC=C1 (pyridine). Solvent: C1(=CC=CC=C1)C (toluene). Conditions: time 3 hour. Yields the product BrC1=CC=C(C=N1)C(C=C(C(F)(F)F)C1=CC(=CC(=C1)Cl)Cl)=O (1-(6-bromopyridin-3-yl)-3-(3,5-dichlorophenyl)-4,4,4-trifluoro-2-buten-1-one). Isolated yield 81.4%. RXN SMILES: [Br:1][C:2]1[N:7]=[CH:6][C:5]([C:8](=[O:24])[CH2:9][C:10]([C:16]2[CH:21]=[C:20]([Cl:22])[CH:19]=[C:18]([Cl:23])[CH:17]=2)(O)[C:11]([F:14])([F:13])[F:12])=[CH:4][CH:3]=1.S(Cl)(Cl)=O.N1C=CC=CC=1>C1(C)C=CC=CC=1>[Br:1][C:2]1[N:7]=[CH:6][C:5]([C:8](=[O:24])[CH:9]=[C:10]([C:16]2[CH:21]=[C:20]([Cl:22])[CH:19]=[C:18]([Cl:23])[CH:17]=2)[C:11]([F:12])([F:13])[F:14])=[CH:4][CH:3]=1. Reported procedure: After adding 2.42 g of toluene to 0.81 g (1.82 mmol) of 1-(6-bromopyridin-3-yl)-3-(3,5-dichlorophenyl)-4,4,4-trifluoro-3-hydroxybutan-1-one, 0.44 g (3.64 mmol) of thionyl chloride and 0.29 g (3.64 mmol) of pyridine were added at 80° C., and stirred for 3 hours. The reaction solution was cooled to room temperature, and separated by adding 15 ml of ethyl acetate and 10 ml of water. After washing the ethyl acetate phase with an aqueous solution of 0.15 g of sodium hydroxide dissolved into 10 ml of ... The reactants are C(C)(C)(C)OO (t-Butyl hydroperoxide), [Cl-].[Na+] (sodium chloride), t-butyl, C(CCCCCCCCC(=O)OC1CC(NC(C1)(C)C)(C)C)(=O)OC1CC(NC(C1)(C)C)(C)C (di-(2,2,6,6-tetramethylpiperidin-4-yl) sebacate). The reagents and catalysts are [Mo](=O)(=O)=O (molybdenum trioxide). Run in CC1CCCCC1 (methylcyclohexane), CC1CCCCC1 (methylcyclohexane). Yields the product C(CCCCCCCCC(=O)OC1CC(N(C(C1)(C)C)OC1(CCCCC1)C)(C)C)(=O)OC1CC(N(C(C1)(C)C)OC1(CCCCC1)C)(C)C (Di-[1-(1-Methylcyclohexyloxy)-2,2,6,6-tetramethylpiperidin-4-yl] Sebacate). Yield: 140.7%. RXN SMILES: [C:1]([O:5]O)([CH3:4])([CH3:3])[CH3:2].[Cl-].[Na+].[C:9]([O:32][CH:33]1[CH2:38][C:37]([CH3:40])([CH3:39])[NH:36][C:35]([CH3:42])([CH3:41])[CH2:34]1)(=[O:31])[CH2:10][CH2:11][CH2:12][CH2:13][CH2:14][CH2:15][CH2:16][CH2:17][C:18]([O:20][CH:21]1[CH2:26][C:25]([CH3:28])([CH3:27])[NH:24][C:23]([CH3:30])([CH3:29])[CH2:22]1)=[O:19]>[Mo](=O)(=O)=O.CC1CCCCC1>[C:9]([O:32][CH:33]1[CH2:38][C:37]([CH3:40])([CH3:39])[N:36]([O:5][C:1]2([CH3:4])[CH2:3][CH2:14][CH2:13][CH2:12][CH2:2]2)[C:35]([CH3:42])([CH3:41])[CH2:34]1)(=[O:31])[CH2:10][CH2:11][CH2:12][CH2:13][CH2:14][CH2:15][CH2:16][CH2:17][C:18]([O:20][CH:21]1[CH2:26][C:25]([CH3:27])([CH3:28])[N:24]([O:5][C:1]2([CH3:4])[CH2:3][CH2:11][CH2:10][CH2:9][CH2:2]2)[C:23]([CH3:29])([CH3:30])[CH2:22]1)=[O:19] |f:1.2|. Procedure details: t-Butyl hydroperoxide (70%, 133.9 g, 1.04 mol), methylcyclohexane (250 ml), and sodium chloride (20 g) are agitated in a separatory funnel. The organic layer is dried over magnesium sulfate. The t-butyl hydroperoxidemethylcyclohexane solution is mixed with 50.0 g (104 mmol) of di-(2,2,6,6-tetramethylpiperidin-4-yl) sebacate, 3.0 g of molybdenum trioxide, and 100 ml of methylcyclohexane. The reaction mixture is heated at reflux for 4.5 hours and water is collected in a Dean-Stark trap. The reacti...